This data is from the Open Reaction Database (ORD), a public repository of structured organic reaction records. The task is: describe an organic reaction: reactants, conditions, products, and yield The reactants are FC1=CC=CC2=C1CNCCS2 (6-fluoro-2,3,4,5-tetrahydro-1,4-benzothiazepine), Cl (hydrochloride), C(C)(=O)OC(C)=O (acetic anhydride). Run at time 1 hour. Product: C(C)(=O)N1CCSC2=C(C1)C(=CC=C2)F (4-acetyl-6-fluoro-2,3,4,5-tetrahydro-1,4-benzothiazepine). RXN SMILES: [F:1][C:2]1[C:7]2[CH2:8][NH:9][CH2:10][CH2:11][S:12][C:6]=2[CH:5]=[CH:4][CH:3]=1.Cl.[C:14](OC(=O)C)(=[O:16])[CH3:15]>>[C:14]([N:9]1[CH2:8][C:7]2[C:2]([F:1])=[CH:3][CH:4]=[CH:5][C:6]=2[S:12][CH2:11][CH2:10]1)(=[O:16])[CH3:15]. Procedure: A solution of 6-fluoro-2,3,4,5-tetrahydro-1,4-benzothiazepine (2.04 g, prepared in a similar manner to its hydrochloride, Example 3 above) in acetic anhydride (22 ml) was stirred at room temperature for one hour. The reaction mixture was poured into ice and extracted with dichloromethane. The organic layer was dried and the solvent removed by evaporation. Purification of the residue by flash chromatography using dichloromethane/ethanol (97:3) as eluent gave 4-acetyl-6-fluoro-2,3,4,5-tetrahydro-1... The reactants are Na2S.8H2O, CC=1C=C(C=CC1[N+](=O)[O-])C1=NNC=N1 (3-(3-methyl-4-nitro-phenyl)-1,2,4-triazole). Solvent: CO (methanol), O (water), CO (methanol). The product is CC=1C=C(C=CC1N)C1=NNC=N1 (3-(3-Methyl-4-amino-phenyl)-1,2,4-triazole). Isolated yield 82.5%. Reaction SMILES: [CH3:1][C:2]1[CH:3]=[C:4]([C:11]2[N:15]=[CH:14][NH:13][N:12]=2)[CH:5]=[CH:6][C:7]=1[N+:8]([O-])=O>CO.O>[CH3:1][C:2]1[CH:3]=[C:4]([C:11]2[N:15]=[CH:14][NH:13][N:12]=2)[CH:5]=[CH:6][C:7]=1[NH2:8]. Procedure: A solution of Na2S.8H2O (171.89 g) in methanol (690 ml) and water (173 ml) was added dropwise to a refluxing suspension of 3-(3-methyl-4-nitro-phenyl)-1,2,4-triazole (36.8 g) in methanol (170 ml). After two hours of refluxing, the solution was filtered through charcoal and evaporated to dryness. The residue was dissolved in 10% hydrochloric acid, the solution was washed several times with ethyl acetate and neutralized with NaHCO3 solution. The solid which separated out was filtered off and dried... Reactants: C(C1=CC=CC=C1)OC(=O)SC1=CC=C(C=C1)NC(\C=C\C=1C=NN(C1C1=CC=C(C=C1)F)C)=O ((2E)-N-{4-[(benzyloxycarbonyl)sulfanyl]phenyl}-3-[5-(4-fluorophenyl)-1-methyl-1H-pyrazol-4-yl]acrylamide), ClCC1=NN=CN1CCC (3-(chloromethyl)-4-propyl-4H-1,2,4-triazole), [OH-].[Na+] (sodium hydroxide). The solvent is C(C)O (ethanol). Yields the product FC1=CC=C(C=C1)C1=C(C=NN1C)/C=C/C(=O)NC1=CC=C(C=C1)SCC1=NN=CN1CCC ((2E)-3-[5-(4-fluorophenyl)-1-methyl-1H-pyrazol-4-yl]-N-(4-{[(4-propyl-4H-1,2,4-triazol-3-yl)methyl]thio}phenyl)acrylamide). Isolated yield 65.0%. RXN SMILES: C(O[C:9]([S:11][C:12]1[CH:17]=[CH:16][C:15]([NH:18][C:19](=[O:35])/[CH:20]=[CH:21]/[C:22]2[CH:23]=[N:24][N:25]([CH3:34])[C:26]=2[C:27]2[CH:32]=[CH:31][C:30]([F:33])=[CH:29][CH:28]=2)=[CH:14][CH:13]=1)=O)C1C=CC=CC=1.ClC[C:38]1[N:42]([CH2:43][CH2:44][CH3:45])[CH:41]=[N:40][N:39]=1.[OH-].[Na+]>C(O)C>[F:33][C:30]1[CH:29]=[CH:28][C:27]([C:26]2[N:25]([CH3:34])[N:24]=[CH:23][C:22]=2/[CH:21]=[CH:20]/[C:19]([NH:18][C:15]2[CH:14]=[CH:13][C:12]([S:11][CH2:9][C:38]3[N:42]([CH2:43][CH2:44][CH3:45])[CH:41]=[N:40][N:39]=3)=[CH:17][CH:16]=2)=[O:35])=[CH:32][CH:31]=1 |f:2.3|. Procedure details: A mixture of (2E)-N-{4-[(benzyloxycarbonyl)sulfanyl]phenyl}-3-[5-(4-fluorophenyl)-1-methyl-1H-pyrazol-4-yl]acrylamide (488 mg), 3-(chloromethyl)-4-propyl-4H-1,2,4-triazole (240 mg), a 1N aqueous sodium hydroxide solution (3 ml) and ethanol (30 ml) was stirred at room temperature for 3 hrs. The reaction mixture was concentrated, poured into water, and extracted with ethyl acetate. The organic layer was washed with water, dried over anhydrous magnesium sulfate and concentrated to give (2E)-3-[5-(4...